From a dataset of the Open Reaction Database (ORD), a public repository of structured organic reaction records. describe an organic reaction: reactants, conditions, products, and yield As a reaction SMILES: [C:1]([O:5][C:6](=[O:22])[NH:7][C:8]1[CH:13]=[CH:12][C:11]([CH2:14][Si](C)(C)C)=[C:10]([N+:19]([O-:21])=[O:20])[CH:9]=1)([CH3:4])([CH3:3])[CH3:2].[Cl:23][C:24]1[CH:31]=[CH:30][CH:29]=[C:28]([O:32][CH3:33])[C:25]=1[CH:26]=[O:27].[F-].C([N+](CCCC)(CCCC)CCCC)CCC.O>C1COCC1>[C:1]([O:5][C:6](=[O:22])[NH:7][C:8]1[CH:13]=[CH:12][C:11]([CH2:14][CH:26]([C:25]2[C:28]([O:32][CH3:33])=[CH:29][CH:30]=[CH:31][C:24]=2[Cl:23])[OH:27])=[C:10]([N+:19]([O-:21])=[O:20])[CH:9]=1)([CH3:4])([CH3:3])[CH3:2] |f:2.3|. Procedure details: A solution of (3-nitro-4-trimethylsilanylmethyl-phenyl)-carbamic acid tert-butyl ester (1.00 g, 3.08 mmol) and 2-chloro-6-methoxybenzaldehyde (526 mg, 3.08 mmol) in THF (10 mL) was added tetra-butylammonium fluoride (121 mg, 462 μmol) at 25° C., the color of the solution changed to dark blue after the addition. The reaction mixture was stirred at 25° C. for 30 min and poured into water. The aqueous phase was extracted three times with ethyl acetate. The combined organic layers were washed with b... Run at temperature 25 celsius, time 30 minute. Yield: 34.6%. Reactants: C(C)(C)(C)OC(NC1=CC(=C(C=C1)C[Si](C)(C)C)[N+](=O)[O-])=O ((3-nitro-4-trimethylsilanylmethyl-phenyl)-carbamic acid tert-butyl ester), ClC1=C(C=O)C(=CC=C1)OC (2-chloro-6-methoxybenzaldehyde), [F-].C(CCC)[N+](CCCC)(CCCC)CCCC (tetra-butylammonium fluoride), O (water). The solvent is C1CCOC1 (THF). Yields the product hexanes ethyl acetate, C(C)(C)(C)OC(NC1=CC(=C(C=C1)CC(O)C1=C(C=CC=C1OC)Cl)[N+](=O)[O-])=O ({4-[2-(2-chloro-6-methoxy-phenyl)-2-hydroxy-ethyl]-3-nitro-phenyl}-carbamic acid tert-butyl ester). Starting materials: BrC1=CC=2C3=C(C=NC2C=C1)N(C(N3C=3C(=NN(C3)C)C)=O)C (8-bromo-1-(1,3-dimethyl-1H-pyrazol-4-yl)-3-methyl-1,3-dihydro-imidazo[4,5-c]quinolin-2-one), BrC1=CC=2C3=C(C=NC2C=C1)N(C(N3C=3C(=NN(C3)C)C)=O)C (8-bromo-1-(1,3-dimethyl-1H-pyrazol-4-yl)-3-methyl-1,3-dihydro-imidazo[4,5-c]quinolin-2-one), COC(C(C)(C=1C=NC=C(C1)B1OC(C(O1)(C)C)(C)C)C)=O (2-methyl-2-[5-(4,4,5,5-tetramethyl-[1,3,2]dioxaborolan-2-yl)-pyridin-3-yl]-propionic acid methyl ester). The product is COC(C(C)(C)C=1C=NC=C(C1)C1=CC=2C3=C(C=NC2C=C1)N(C(N3C=3C(=NN(C3)C)C)=O)C)=O (2-{5-[1-(1,3-Dimethyl-1H-pyrazol-4-yl)-3-methyl-2-oxo-2,3-dihydro-1H-imidazo[4,5-c]quinolin-8-yl]-pyridin-3-yl}-2-methyl-propionic acid methyl ester). Reaction SMILES: Br[C:2]1[CH:11]=[CH:10][C:9]2[N:8]=[CH:7][C:6]3[N:12]([CH3:23])[C:13](=[O:22])[N:14]([C:15]4[C:16]([CH3:21])=[N:17][N:18]([CH3:20])[CH:19]=4)[C:5]=3[C:4]=2[CH:3]=1.[CH3:24][O:25][C:26](=[O:45])[C:27]([CH3:44])([C:29]1[CH:30]=[N:31][CH:32]=[C:33](B2OC(C)(C)C(C)(C)O2)[CH:34]=1)[CH3:28]>>[CH3:24][O:25][C:26](=[O:45])[C:27]([C:29]1[CH:30]=[N:31][CH:32]=[C:33]([C:2]2[CH:11]=[CH:10][C:9]3[N:8]=[CH:7][C:6]4[N:12]([CH3:23])[C:13](=[O:22])[N:14]([C:15]5[C:16]([CH3:21])=[N:17][N:18]([CH3:20])[CH:19]=5)[C:5]=4[C:4]=3[CH:3]=2)[CH:34]=1)([CH3:44])[CH3:28]. Procedure: The title compound was synthesized in a similar manner as described for Example 1.1 using 8-bromo-1-(1,3-dimethyl-1H-pyrazol-4-yl)-3-methyl-1,3-dihydro-imidazo[4,5-c]quinolin-2-one (Intermediate A, 0.215 mmol) and 2-methyl-2-[5-(4,4,5,5-tetramethyl-[1,3,2]dioxaborolan-2-yl)-pyridin-3-yl]-propionic acid methyl ester (Stage 229.1.1, 0.279 mmol) to give the title compound as a brown solid. (HPLC: tR 2.28 min (Method A); M+H=471 MS-ES) Starting materials: solid, Cl.Cl.Cl.CC1=CC2=C(C(=N1)N1CCN(CC1)CC[C@@H]1CC[C@H](CC1)N)C=CO2 (trans-4-{2-[4-(6-methyl-furo[3,2-c]pyridin-4-yl)-piperazin-1-yl]-ethyl}-cyclohexylamine trihydrochloride), Cl.Cl.Cl.CC1=CC2=C(C(=N1)N1CCN(CC1)CC[C@@H]1CC[C@H](CC1)N)C=CO2 (trans-4-{2-[4-(6-methyl-furo[3,2-c]pyridin-4-yl)-piperazin-1-yl]-ethyl}-cyclohexylamine trihydrochloride), O1CCC(CC1)C(=O)O (tetrahydropyran-4-yl-carboxylic acid). Yields the product CC1=CC2=C(C(=N1)N1CCN(CC1)CC[C@@H]1CC[C@H](CC1)NC(=O)C1CCOCC1)C=CO2 (trans-Tetrahydro-pyran-4-carboxylic acid (4-{2-[4-(6-methyl-furo[3,2-c]pyridin-4-yl)-piperazin-1-yl]-ethyl}-cyclohexyl)-amide). As a reaction SMILES: Cl.Cl.Cl.[CH3:4][C:5]1[N:10]=[C:9]([N:11]2[CH2:16][CH2:15][N:14]([CH2:17][CH2:18][C@H:19]3[CH2:24][CH2:23][C@H:22]([NH2:25])[CH2:21][CH2:20]3)[CH2:13][CH2:12]2)[C:8]2[CH:26]=[CH:27][O:28][C:7]=2[CH:6]=1.[O:29]1[CH2:34][CH2:33][CH:32]([C:35](O)=[O:36])[CH2:31][CH2:30]1>>[CH3:4][C:5]1[N:10]=[C:9]([N:11]2[CH2:12][CH2:13][N:14]([CH2:17][CH2:18][C@H:19]3[CH2:20][CH2:21][C@H:22]([NH:25][C:35]([CH:32]4[CH2:33][CH2:34][O:29][CH2:30][CH2:31]4)=[O:36])[CH2:23][CH2:24]3)[CH2:15][CH2:16]2)[C:8]2[CH:26]=[CH:27][O:28][C:7]=2[CH:6]=1 |f:0.1.2.3|. Procedure details: The title compound, off-white solid (128 mg, 94%), MS (ISP) m/z=455.4 [(M+H)+], mp 219° C., was prepared in accordance with the general method of example 32 from trans-4-{2-[4-(6-methyl-furo[3,2-c]pyridin-4-yl)-piperazin-1-yl]-ethyl}-cyclohexylamine trihydrochloride (intermediate D) (136 mg, 0.3 mmol) and tetrahydropyran-4-yl-carboxylic acid. Starting materials: CCOC(=O)C1CC(O)CC1C(=O)NC1(C#N)CC1, CS(=O)(=O)O. The product is CCOC(=O)C1CC(OS(C)(=O)=O)CC1C(=O)NC1(C#N)CC1. As a reaction SMILES: [CH2:1]([CH3:2])[O:3][C:4](=[O:5])[CH:6]1[CH:7]([C:12]([NH:13][C:14]2([C:17]#[N:18])[CH2:15][CH2:16]2)=[O:19])[CH2:8][CH:9]([OH:11])[CH2:10]1.[CH3:20][S:21](=[O:22])(=[O:23])[OH:24]>>[CH2:1]([CH3:2])[O:3][C:4](=[O:5])[CH:6]1[CH:7]([C:12]([NH:13][C:14]2([C:17]#[N:18])[CH2:15][CH2:16]2)=[O:19])[CH2:8][CH:9]([O:11][S:21]([CH3:20])(=[O:22])=[O:23])[CH2:10]1. The reactants are CN1C(=O)Cc2cccc(F)c21, [Na+], O=[N+]([O-])[O-], O, O=C(O)C(F)(F)F. Yields the product CN1C(=O)Cc2cc([N+](=O)[O-])cc(F)c21. Reaction SMILES: [F:13][c:14]1[cH:15][cH:16][cH:17][c:18]2[c:22]1[N:21]([CH3:23])[C:20](=[O:24])[CH2:19]2.[Na+:8].[O-:9][N+:10]([O-:11])=[O:12].[OH2:25].[OH:1][C:2]([C:3]([F:4])([F:5])[F:6])=[O:7]>>[O-:9][N+:10](=[O:12])[c:16]1[cH:15][c:14]([F:13])[c:22]2[c:18]([cH:17]1)[CH2:19][C:20](=[O:24])[N:21]2[CH3:23]. Reactants: CO, CCCCCC, ClP(Cl)(Cl)(Cl)Cl, COC(=O)C1CCC(=CCCc2ccccc2)C1=O, O. Product: COC(=O)C1=C(Cl)C(=CCCc2ccccc2)CC1. Reaction SMILES: [CH3:26][OH:27].[CH3:29][CH2:30][CH2:31][CH2:32][CH2:33][CH3:34].[Cl:20][P:21]([Cl:22])([Cl:23])([Cl:24])[Cl:25].[O:1]=[C:2]1[CH:3]([C:16](=[O:17])[O:18][CH3:19])[CH2:4][CH2:5][C:6]1=[CH:7][CH2:8][CH2:9][c:10]1[cH:11][cH:12][cH:13][cH:14][cH:15]1.[OH2:28]>>[C:2]1([Cl:20])=[C:3]([C:16](=[O:17])[O:18][CH3:19])[CH2:4][CH2:5][C:6]1=[CH:7][CH2:8][CH2:9][c:10]1[cH:11][cH:12][cH:13][cH:14][cH:15]1. Reactants: C(C=C)NC1=C(C=C(C=C1C)CCC(=O)C=1SC(=C2C1CCC(C2)(C)C)CC)C (3-(4-allylamino-3,5-dimethyl-phenyl)-1-(3-ethyl-5,5-dimethyl-4,5,6,7-tetrahydro-benzo[c]thiophen-1-yl)-propan-1-one), C[N+]1(CCOCC1)[O-] (NMO), solution, CC(=O)C (acetone). The reagents and catalysts are O=[Os](=O)(=O)=O (OsO4), C(C)(C)(C)O (tert.butanol). Run in O (water). Conditions: time 18 hour. Yields the product N (NH3), OC(CNC1=C(C=C(C=C1C)CCC(=O)C=1SC(=C2C1CCC(C2)(C)C)CC)C)CO (3-[4-(2,3-dihydroxy-propylamino)-3,5-dimethyl-phenyl]-1-(3-ethyl-5,5-dimethyl-4,5,6,7-tetrahydro-benzo[c]thiophen-1-yl)-propan-1-one). Isolated yield 25.0%. As a reaction SMILES: C([NH:4][C:5]1[C:10]([CH3:11])=[CH:9][C:8]([CH2:12][CH2:13][C:14]([C:16]2[S:17][C:18]([CH2:27][CH3:28])=[C:19]3[CH2:24][C:23]([CH3:26])([CH3:25])[CH2:22][CH2:21][C:20]=23)=[O:15])=[CH:7][C:6]=1[CH3:29])C=C.C[N+]1([O-])CC[O:34]CC1.[CH3:38][C:39]([CH3:41])=[O:40]>O.O=[Os](=O)(=O)=O.C(O)(C)(C)C>[NH3:4].[OH:40][CH:39]([CH2:41][OH:34])[CH2:38][NH:4][C:5]1[C:10]([CH3:11])=[CH:9][C:8]([CH2:12][CH2:13][C:14]([C:16]2[S:17][C:18]([CH2:27][CH3:28])=[C:19]3[CH2:24][C:23]([CH3:26])([CH3:25])[CH2:22][CH2:21][C:20]=23)=[O:15])=[CH:7][C:6]=1[CH3:29]. Procedure details: To a solution of 3-(4-allylamino-3,5-dimethyl-phenyl)-1-(3-ethyl-5,5-dimethyl-4,5,6,7-tetrahydro-benzo[c]thiophen-1-yl)-propan-1-one (80 mg, 0.195 mmol) and NMO (69 mg, 0.507 mmol) in acetone (11.5 mL) and water (1.65 mL), a 2.5 M solution of OsO4 in tert.butanol (88 μL, 7 μmol) is added. The mixture is stirred at rt for 18 h and then separated by prep. HPLC (Waters Symmetry C18 19×50 mm 5 μm, 10-95% acetonitrile in water containing 0.5% of 25% aq. NH3) to afford 3-[4-(2,3-dihydroxy-propylamino)... Starting materials: [H-].[H-].[H-].[H-].[Li+].[Al+3] (LiAlH4), COC(C(CN1C(C=C(C=C1)Br)=O)C)=O (3-(4-bromo-2-oxo-2H-pyridin-1-yl)-2-methyl-propionic acid methyl ester), [H-].[H-].[H-].[H-].[Li+].[Al+3] (LiAlH4). Solvent: O1CCCC1 (tetrahydrofuran). Yields the product BrC1=CC(N(C=C1)CC(CO)C)=O (4-Bromo-1-(3-hydroxy-2-methyl-propyl)-1H-pyridin-2-one). Reaction SMILES: [H-].[H-].[H-].[H-].[Li+].[Al+3].C[O:8][C:9](=O)[CH:10]([CH3:20])[CH2:11][N:12]1[CH:17]=[CH:16][C:15]([Br:18])=[CH:14][C:13]1=[O:19]>O1CCCC1>[Br:18][C:15]1[CH:16]=[CH:17][N:12]([CH2:11][CH:10]([CH3:20])[CH2:9][OH:8])[C:13](=[O:19])[CH:14]=1 |f:0.1.2.3.4.5|. Procedure details: LiAlH4 (1 M solution in tetrahydrofuran, 1.16 mL) was added to a solution of 3-(4-bromo-2-oxo-2H-pyridin-1-yl)-2-methyl-propionic acid methyl ester (0.53 g) in tetrahydrofuran (6 mL) chilled in an ice bath. After stirring the solution with cooling for 2 h, another portion of LiAlH4 (1 M in tetrahydrofuran, 0.29 mL) was added. After stirring with cooling for 1 more hour, the reaction was quenched by the addition of water. The resulting mixture was extracted with ethyl acetate and the combined org...